From a dataset of the Open Reaction Database (ORD), a public repository of structured organic reaction records. describe an organic reaction: reactants, conditions, products, and yield The reactants are COC(=O)C(C)Br, O=C([O-])[O-], [K+], [K+], O, O=Cc1ccc(O)cc1. The product is COC(=O)C(C)Oc1ccc(C=O)cc1. Reaction SMILES: [Br:16][CH:17]([C:18](=[O:19])[O:20][CH3:21])[CH3:22].[C:10](=[O:11])([O-:12])[O-:13].[K+:14].[K+:15].[OH2:23].[OH:1][c:2]1[cH:3][cH:4][c:5]([CH:6]=[O:7])[cH:8][cH:9]1>>[O:1]([c:2]1[cH:3][cH:4][c:5]([CH:6]=[O:7])[cH:8][cH:9]1)[CH:17]([C:18](=[O:19])[O:20][CH3:21])[CH3:22]. Run at temperature 0 celsius, time 8 hour. Run in C1CCOC1 (THF). The yield is 43.0%. Product: C(CCC)C1(C2=CC=CC=C2NC=2C=CC=CC12)CCCC (9,9-dibutylacridan). Reaction SMILES: [CH2:1]([C:5]1[C:6]2[C:11]([N:12]=[C:13]3[C:18]=1[CH:17]=[CH:16][CH:15]=[CH:14]3)=[CH:10][CH:9]=[CH:8][CH:7]=2)[CH2:2][CH2:3][CH3:4].CN(CCN(C)C)C.[CH2:27]([Li])[CH2:28][CH2:29][CH3:30]>C1COCC1>[CH2:1]([C:5]1([CH2:27][CH2:28][CH2:29][CH3:30])[C:6]2[CH:7]=[CH:8][CH:9]=[CH:10][C:11]=2[NH:12][C:13]2[C:18]1=[CH:17][CH:16]=[CH:15][CH:14]=2)[CH2:2][CH2:3][CH3:4]. Reported procedure: To an ice-cooled solution of 9-butylacridine (27.0 g, 0.115 mol) and TMEDA (4.1 mL, 0.027 mol) in THF (135 mL), was added 2.5 M n-butyllithium in hexanes (140 mL, 0.350 mol) dropwise. The mixture was stirred at 0° C. overnight and quenched with water. After stirring for an additional 0.5 hours, the reaction mixture was poured into crushed ice and extracted with ethyl acetate. The organic solution was washed with water and dried over MgSO4. The solvent was evaporated and the resulting residue was... Starting materials: ice, C(CCC)C=1C2=CC=CC=C2N=C2C=CC=CC12 (9-butylacridine), CN(C)CCN(C)C (TMEDA), C(CCC)[Li] (n-butyllithium), hexanes. Starting materials: C=C1CCNCC(=O)N(Cc2ccccc2)c2ccccc21, Cc1cccc(N=C=O)c1, ClCCl. Product: C=C1CCN(C(=O)Nc2cccc(C)c2)CC(=O)N(Cc2ccccc2)c2ccccc21. Reaction SMILES: [CH2:1]([c:2]1[cH:3][cH:4][cH:5][cH:6][cH:7]1)[N:8]1[C:9](=[O:22])[CH2:10][NH:11][CH2:12][CH2:13][C:14](=[CH2:21])[c:15]2[c:16]1[cH:17][cH:18][cH:19][cH:20]2.[CH3:23][c:24]1[cH:25][c:26]([N:30]=[C:31]=[O:32])[cH:27][cH:28][cH:29]1.[Cl:33][CH2:34][Cl:35]>>[CH2:1]([c:2]1[cH:3][cH:4][cH:5][cH:6][cH:7]1)[N:8]1[C:9](=[O:22])[CH2:10][N:11]([C:31]([NH:30][c:26]2[cH:25][c:24]([CH3:23])[cH:29][cH:28][cH:27]2)=[O:32])[CH2:12][CH2:13][C:14](=[CH2:21])[c:15]2[c:16]1[cH:17][cH:18][cH:19][cH:20]2.